Dataset: the Open Reaction Database (ORD), a public repository of structured organic reaction records. Task: describe an organic reaction: reactants, conditions, products, and yield Reactants: Oc1ccc(C(=C2CCCCC2)c2ccc(Br)cc2)cc1, C=CC(=O)OC(C)(C)C, CC#N, CC(=O)[O-], CCOC(C)=O, CC(=O)[O-], CC(=O)[O-], O, [Pd+2]. The product is CC(C)(C)OC(=O)C=Cc1ccc(C(=C2CCCCC2)c2ccc(O)cc2)cc1. RXN SMILES: [Br:1][c:2]1[cH:3][cH:4][c:5]([C:8]([c:9]2[cH:10][cH:11][c:12]([OH:15])[cH:13][cH:14]2)=[C:16]2[CH2:17][CH2:18][CH2:19][CH2:20][CH2:21]2)[cH:6][cH:7]1.[C:22]([CH:23]=[CH2:24])(=[O:25])[O:26][C:27]([CH3:28])([CH3:29])[CH3:30].[CH3:31][C:32]#[N:33].[CH3:34][C:35](=[O:36])[O-:37].[CH3:48][CH2:49][O:50][C:51]([CH3:52])=[O:53].[O-:39][C:40]([CH3:41])=[O:42].[O-:43][C:44]([CH3:45])=[O:46].[OH2:47].[Pd+2:38]>>[c:2]1([CH:24]=[CH:23][C:22](=[O:25])[O:26][C:27]([CH3:28])([CH3:29])[CH3:30])[cH:3][cH:4][c:5]([C:8]([c:9]2[cH:10][cH:11][c:12]([OH:15])[cH:13][cH:14]2)=[C:16]2[CH2:17][CH2:18][CH2:19][CH2:20][CH2:21]2)[cH:6][cH:7]1.